From a dataset of the Open Reaction Database (ORD), a public repository of structured organic reaction records. describe an organic reaction: reactants, conditions, products, and yield Reactants: CC1(COC(OC1)C(C)[C@H]1CC[C@H]2C3=CC=C4C[C@H](C[C@@H]([C@]4(C)[C@H]3CC[C@]12C)O)OC(=O)OC)C (20-(5,5-dimethyl-1,3-dioxan-2-yl)-3β-(methoxycarbonyl)oxypregna-5,7-dien-1α-ol), CC1(COC(OC1)C(C)[C@H]1CC[C@H]2C3=CC=C4C[C@H](C[C@@H]([C@]4(C)[C@H]3CC[C@]12C)OC(=O)OC)OC(=O)OC)C (20-(5,5-dimethyl-1,3-dioxan-2-yl)-1α,3β-bis(methoxycarbonyloxy)pregna-5,7-diene). Product: O[C@@H]1CC2=CC=C3[C@@H]4CC[C@H](C(C)C=O)[C@]4(CC[C@@H]3[C@]2([C@H](C1)OC(=O)OC)C)C (3β-hydroxy-1α-(methoxycarbonyl)oxypregna-5,7-diene-20-carbaldehyde). The yield is 74.7%. RXN SMILES: CC1(C)COC(C([C@@H]2[C@]3(C)[C@H](C4[C@H](CC3)[C@]3(C)C(C[C@@H](OC(OC)=O)C[C@@H]3O)=CC=4)CC2)C)OC1.CC1(C)CO[CH:40]([CH:43]([C@@H:45]2[C@:62]3([CH3:63])[C@H:48]([C:49]4[C@H:59]([CH2:60][CH2:61]3)[C@:57]3([CH3:58])[C:52]([CH2:53][C@@H:54]([O:69]C(OC)=O)[CH2:55][C@@H:56]3[O:64][C:65]([O:67][CH3:68])=[O:66])=[CH:51][CH:50]=4)[CH2:47][CH2:46]2)[CH3:44])[O:39]C1>>[OH:69][C@H:54]1[CH2:55][C@H:56]([O:64][C:65]([O:67][CH3:68])=[O:66])[C@@:57]2([CH3:58])[C:52](=[CH:51][CH:50]=[C:49]3[C@@H:59]2[CH2:60][CH2:61][C@@:62]2([CH3:63])[C@H:48]3[CH2:47][CH2:46][C@@H:45]2[CH:43]([CH:40]=[O:39])[CH3:44])[CH2:53]1. Procedure details: The reaction and workup procedures of Example 156 were repeated except that 100 mg of 20-(5,5-dimethyl-1,3-dioxan-2-yl)-3β-(methoxycarbonyl)oxypregna-5,7-dien-1α-ol was used in lieu of 100 mg of 20-(5,5-dimethyl-1,3-dioxan-2-yl)-1α,3β-bis(methoxycarbonyloxy)pregna-5,7-diene to give 55 mg of 3β-hydroxy-1α-(methoxycarbonyl)oxypregna-5,7-diene-20-carbaldehyde showing the following physical properties.